Dataset: the Open Reaction Database (ORD), a public repository of structured organic reaction records. Task: describe an organic reaction: reactants, conditions, products, and yield The reactants are CC=1C=2N(C=C(C1)C1=CC=C(C=C1)C(F)(F)F)C(=CN2)C(=O)O (8-methyl-6-(4-trifluoromethyl-phenyl)-imidazo[1,2-a]pyridine-3-carboxylic acid), NC1=NC=C(C(=N)NO)C=C1 (6-amino-N-hydroxy-nicotinamidine). Yields the product CC=1C=2N(C=C(C1)C1=CC=C(C=C1)C(F)(F)F)C(=CN2)C2=NC(=NO2)C=2C=CC(=NC2)N (5-{5-[8-Methyl-6-(4-trifluoromethyl-phenyl)-imidazo[1,2-a]pyridin-3-yl]-[1,2,4]oxadiazol-3-yl}-pyridin-2-ylamine). Reaction SMILES: [CH3:1][C:2]1[C:3]2[N:4]([C:18]([C:21](O)=[O:22])=[CH:19][N:20]=2)[CH:5]=[C:6]([C:8]2[CH:13]=[CH:12][C:11]([C:14]([F:17])([F:16])[F:15])=[CH:10][CH:9]=2)[CH:7]=1.[NH2:24][C:25]1[CH:34]=[CH:33][C:28]([C:29]([NH:31]O)=[NH:30])=[CH:27][N:26]=1>>[CH3:1][C:2]1[C:3]2[N:4]([C:18]([C:21]3[O:22][N:31]=[C:29]([C:28]4[CH:33]=[CH:34][C:25]([NH2:24])=[N:26][CH:27]=4)[N:30]=3)=[CH:19][N:20]=2)[CH:5]=[C:6]([C:8]2[CH:13]=[CH:12][C:11]([C:14]([F:15])([F:16])[F:17])=[CH:10][CH:9]=2)[CH:7]=1. Reported procedure: The title compound was prepared from 8-methyl-6-(4-trifluoromethyl-phenyl)-imidazo[1,2-a]pyridine-3-carboxylic acid (example C.34) (160 mg, 0.5 mmol) and 6-amino-N-hydroxy-nicotinamidine (example B.4) (114 mg, 0.75 mmol) according to general procedure II. Obtained after purification by column chromatography (dichloromethane/MeOH/NH4OH) and crystallization (diethyl ether) as a white solid (32 mg, 15%). MS (EI) 436.1 [(M)+]; mp 257° C. Reactants: O, OCc1ccccc1, O=C(O)c1ccc(O)cc1, Cc1ccccc1C. Product: O=C(OCc1ccccc1)c1ccc(O)cc1. RXN SMILES: [OH2:27].[OH:11][CH2:12][c:13]1[cH:14][cH:15][cH:16][cH:17][cH:18]1.[OH:1][c:2]1[cH:3][cH:4][c:5]([C:6](=[O:7])[OH:8])[cH:9][cH:10]1.[c:19]1([CH3:20])[c:21]([CH3:22])[cH:23][cH:24][cH:25][cH:26]1>>[OH:1][c:2]1[cH:3][cH:4][c:5]([C:6](=[O:7])[O:8][CH2:12][c:13]2[cH:14][cH:15][cH:16][cH:17][cH:18]2)[cH:9][cH:10]1.